This data is from the Open Reaction Database (ORD), a public repository of structured organic reaction records. The task is: describe an organic reaction: reactants, conditions, products, and yield The reactants are COC=1C=C2C(C=CNC2=CC1OCCCN1CCCC1)=O (6-methoxy-7-(3-pyrrolidin-1-ylpropoxy)-1,4-dihydroquinolin-4-one), S(=O)(Cl)Cl (thionyl chloride), C1(=CC=CC=C1)C (toluene). The reagents and catalysts are CN(C)C=O (DMF). Yields the product Cl.ClC1=CC=NC2=CC(=C(C=C12)OC)OCCCN1CCCC1 (4-chloro-6-methoxy-7-(3-pyrrolidin-1-ylpropoxy)quinoline hydrochloride). The yield is 100.0%. As a reaction SMILES: [CH3:1][O:2][C:3]1[CH:4]=[C:5]2[C:10](=[CH:11][C:12]=1[O:13][CH2:14][CH2:15][CH2:16][N:17]1[CH2:21][CH2:20][CH2:19][CH2:18]1)[NH:9][CH:8]=[CH:7][C:6]2=O.C1(C)C=CC=CC=1.S(Cl)([Cl:32])=O>CN(C=O)C>[ClH:32].[Cl:32][C:6]1[C:5]2[C:10](=[CH:11][C:12]([O:13][CH2:14][CH2:15][CH2:16][N:17]3[CH2:21][CH2:20][CH2:19][CH2:18]3)=[C:3]([O:2][CH3:1])[CH:4]=2)[N:9]=[CH:8][CH:7]=1 |f:4.5|. Procedure details: A solution of 6-methoxy-7-(3-pyrrolidin-1-ylpropoxy)-1,4-dihydroquinolin-4-one (950 mg, 3.1 mmol) in thionyl chloride (25 ml) containing DMF (10 drops) was heated at reflux for 1.5 hours. After cooling, toluene was added and the volatiles were removed by evaporation. The residue was triturated with ether, collected by filtration, washed with ether and dried under vacuum to give 4-chloro-6-methoxy-7-(3-pyrrolidin-1-ylpropoxy)quinoline hydrochloride (1.23 g, 100%). Starting materials: Cc1cc(N2CC(N(Cc3ccccc3)C(=O)[O-])CC2=O)ccc1S(=O)(=O)N1CCCC1, CO, [H][H]. The product is Cc1cc(N2CC(N)CC2=O)ccc1S(=O)(=O)N1CCCC1. RXN SMILES: [CH2:1]([c:5]1[cH:6][cH:7][cH:9][cH:10][cH:11]1)[N:8]([C:2](=[O:3])[O-:4])[CH:12]1[CH2:13][N:14]([c:18]2[cH:19][c:20]([CH3:32])[c:21]([S:24](=[O:25])(=[O:26])[N:27]3[CH2:28][CH2:29][CH2:30][CH2:31]3)[cH:22][cH:23]2)[C:15](=[O:17])[CH2:16]1.[CH3:35][OH:36].[H:33][H:34]>>[NH2:8][CH:12]1[CH2:13][N:14]([c:18]2[cH:19][c:20]([CH3:32])[c:21]([S:24](=[O:25])(=[O:26])[N:27]3[CH2:28][CH2:29][CH2:30][CH2:31]3)[cH:22][cH:23]2)[C:15](=[O:17])[CH2:16]1. Reactants: CC(C)([O-])C.[K+] (potassium tert-butoxide), COC1=CC=C(C=C1)C1=C(OC=2N=CN=C(C21)O[C@H]2C[C@H](CCC2)O)C2=CC=CC=C2 ((+/−)-cis-3-{[5-(4-methoxyphenyl)-6-phenylfuro[2,3-d]pyrimidin-4-yl]oxy}cyclohexanol), C(C=C)#N (acrylonitrile). Run in C1CCOC1 (THF). Run at time 2 hour. Product: COC1=CC=C(C=C1)C1=C(OC=2N=CN=C(C21)O[C@H]2C[C@H](CCC2)OCCC#N)C2=CC=CC=C2 ((+/−)-cis-3-{[3-{[5-(4-Methoxyphenyl)-6-phenylfuro[2,3-d]pyrimidin-4-yl]oxy}cyclohexyl]oxy}-propanenitrile). As a reaction SMILES: CC(C)([O-])C.[K+].[CH3:7][O:8][C:9]1[CH:14]=[CH:13][C:12]([C:15]2[C:23]3[C:22]([O:24][C@@H:25]4[CH2:30][CH2:29][CH2:28][C@H:27]([OH:31])[CH2:26]4)=[N:21][CH:20]=[N:19][C:18]=3[O:17][C:16]=2[C:32]2[CH:37]=[CH:36][CH:35]=[CH:34][CH:33]=2)=[CH:11][CH:10]=1.[C:38](#[N:41])[CH:39]=[CH2:40]>C1COCC1>[CH3:7][O:8][C:9]1[CH:10]=[CH:11][C:12]([C:15]2[C:23]3[C:22]([O:24][C@@H:25]4[CH2:30][CH2:29][CH2:28][C@H:27]([O:31][CH2:40][CH2:39][C:38]#[N:41])[CH2:26]4)=[N:21][CH:20]=[N:19][C:18]=3[O:17][C:16]=2[C:32]2[CH:33]=[CH:34][CH:35]=[CH:36][CH:37]=2)=[CH:13][CH:14]=1 |f:0.1|. Reported procedure: Add a solution of 10 mg of potassium tert-butoxide in 0.5 ml of THF dropwise to a solution of 150 mg (0.36 mmol) of (+/−)-cis-3-{[5-(4-methoxyphenyl)-6-phenylfuro[2,3-d]pyrimidin-4-yl]oxy}cyclohexanol in 1 ml of acrylonitrile. Stir the reaction mixture with exclusion of light at RT for approx. 2 h. After dilution with dichloromethane, wash successively with 1N hydrochloric acid, satd. sodium hydrogencarbonate solution and satd. sodium chloride solution, and concentrate the organic phase under re... Starting materials: BrC1=C(C=CC=C1)NC(=O)C=1C(=NN(C1)C)C(F)(F)F (1-methyl-3-trifluoromethyl-1H-pyrazole-4-carboxylic acid(2-bromo-phenyl)amide), ClC1=CC=C(C=C1)B(O)O (4-chlorobenzene boronic acid), C([O-])([O-])=O.[Na+].[Na+] (sodium carbonate). The reagents and catalysts are [Pd].C1(=CC=CC=C1)P(C1=CC=CC=C1)C1=CC=CC=C1.C1(=CC=CC=C1)P(C1=CC=CC=C1)C1=CC=CC=C1.C1(=CC=CC=C1)P(C1=CC=CC=C1)C1=CC=CC=C1.C1(=CC=CC=C1)P(C1=CC=CC=C1)C1=CC=CC=C1 (tetrakis(triphenylphosphine) palladium). Run in COCCOC (1,2-dimethoxyethane), O (water). Product: ClC1=CC=C(C=C1)C1=C(C=CC=C1)NC(=O)C=1C(=NN(C1)C)C(F)(F)F (1-Methyl-3-trifluoromethyl-1H-pyrazole-4-carboxylic acid (4′-chlorobiphenyl-2-yl) amide). Reaction SMILES: Br[C:2]1[CH:7]=[CH:6][CH:5]=[CH:4][C:3]=1[NH:8][C:9]([C:11]1[C:12]([C:17]([F:20])([F:19])[F:18])=[N:13][N:14]([CH3:16])[CH:15]=1)=[O:10].[Cl:21][C:22]1[CH:27]=[CH:26][C:25](B(O)O)=[CH:24][CH:23]=1.C(=O)([O-])[O-].[Na+].[Na+]>COCCOC.O.[Pd].C1(P(C2C=CC=CC=2)C2C=CC=CC=2)C=CC=CC=1.C1(P(C2C=CC=CC=2)C2C=CC=CC=2)C=CC=CC=1.C1(P(C2C=CC=CC=2)C2C=CC=CC=2)C=CC=CC=1.C1(P(C2C=CC=CC=2)C2C=CC=CC=2)C=CC=CC=1>[Cl:21][C:22]1[CH:27]=[CH:26][C:25]([C:2]2[CH:7]=[CH:6][CH:5]=[CH:4][C:3]=2[NH:8][C:9]([C:11]2[C:12]([C:17]([F:20])([F:19])[F:18])=[N:13][N:14]([CH3:16])[CH:15]=2)=[O:10])=[CH:24][CH:23]=1 |f:2.3.4,7.8.9.10.11|. Reported procedure: A solution of 1-methyl-3-trifluoromethyl-1H-pyrazole-4-carboxylic acid(2-bromo-phenyl)amide (0.64 g), 4-chlorobenzene boronic acid (0.29 g), powdered sodium carbonate (0.25 g) and tetrakis(triphenylphosphine) palladium (0.04 g) in 25 ml 1,2-dimethoxyethane (DME) and 2 ml water is heated at reflux temperature for 20 hours. After cooling, the solvent is removed in a water jet vacuum and the residue taken up in ethylacetate/water. The ethylacetate phase is washed twice with water and brine and then... Reactants: C=CCc1cc(Cl)c(OCCOc2ccc(CC(CNC(=O)OC(C)(C)C)C(=O)N(Cc3cc(CCCOC)ccc3Cl)C3CC3)cc2)c(Cl)c1, C1CCOC1, CCOC(C)=O, B1C2CCCC1CCC2, [Na+], [OH-], OO. Yields the product COCCCc1ccc(Cl)c(CN(C(=O)C(CNC(=O)OC(C)(C)C)Cc2ccc(OCCOc3c(Cl)cc(CCCO)cc3Cl)cc2)C2CC2)c1. Reaction SMILES: [CH2:1]([CH:2]=[CH2:3])[c:4]1[cH:5][c:6]([Cl:51])[c:7]([O:8][CH2:9][CH2:10][O:11][c:12]2[cH:13][cH:14][c:15]([CH2:16][CH:17]([CH2:18][NH:19][C:20]([O:21][C:22]([CH3:23])([CH3:24])[CH3:25])=[O:26])[C:27](=[O:28])[N:29]([CH:30]3[CH2:31][CH2:32]3)[CH2:33][c:34]3[c:35]([Cl:45])[cH:36][cH:37][c:38]([CH2:40][CH2:41][CH2:42][O:43][CH3:44])[cH:39]3)[cH:46][cH:47]2)[c:48]([Cl:50])[cH:49]1.[CH2:71]1[O:72][CH2:73][CH2:74][CH2:75]1.[CH3:65][CH2:66][O:67][C:68]([CH3:69])=[O:70].[CH:52]12[CH2:53][CH2:54][CH2:55][CH:56]([BH:57]1)[CH2:58][CH2:59][CH2:60]2.[Na+:62].[OH-:61].[OH:63][OH:64]>>[CH2:1]([CH2:2][CH2:3][OH:61])[c:4]1[cH:5][c:6]([Cl:51])[c:7]([O:8][CH2:9][CH2:10][O:11][c:12]2[cH:13][cH:14][c:15]([CH2:16][CH:17]([CH2:18][NH:19][C:20]([O:21][C:22]([CH3:23])([CH3:24])[CH3:25])=[O:26])[C:27](=[O:28])[N:29]([CH:30]3[CH2:31][CH2:32]3)[CH2:33][c:34]3[c:35]([Cl:45])[cH:36][cH:37][c:38]([CH2:40][CH2:41][CH2:42][O:43][CH3:44])[cH:39]3)[cH:46][cH:47]2)[c:48]([Cl:50])[cH:49]1. The reactants are CC=1CC(N(N1)C1=CC=C(C=C1)N)=O (5-methyl-2-(4-aminophenyl)-2,4-dihydro-pyrazol-3-one), CS(=O)(=O)Cl (methansulfonylchloride). Yields the product CC1=NN(C(C1)=O)C1=CC=C(C=C1)N(S(=O)(=O)C)S(=O)(=O)C (N-(4-(4,5-dihydro-3-methyl-5-oxo-1H-pyrazol-1-yl)-phenyl)-N-methylsulfonylmethanesulfonamide). Reaction SMILES: [CH3:1][C:2]1[CH2:3][C:4](=[O:14])[N:5]([C:7]2[CH:12]=[CH:11][C:10]([NH2:13])=[CH:9][CH:8]=2)[N:6]=1.[CH3:15][S:16](Cl)(=[O:18])=[O:17]>>[CH3:1][C:2]1[CH2:3][C:4](=[O:14])[N:5]([C:7]2[CH:12]=[CH:11][C:10]([N:13]([S:16]([CH3:15])(=[O:18])=[O:17])[S:16]([CH3:15])(=[O:18])=[O:17])=[CH:9][CH:8]=2)[N:6]=1. Procedure details: From the reaction of 5-methyl-2-(4-aminophenyl)-2,4-dihydro-pyrazol-3-one and methansulfonylchloride (reaction per Example 11, where methanesulfonylchloride is used in respective molecular amounts), N-(4-(4,5-dihydro-3-methyl-5-oxo-1H-pyrazol-1-yl)-phenyl)-N-methylsulfonylmethanesulfonamide is obtained. Subsequent reaction with 2-ethyl aniline yields N-(4-(4-(2-Ethylanilinomethylene)-4,5-dihydro-3-methyl-5-oxo-1H-pyrazol-1-yl)-phenyl)-N-methylsulfonylmethansulfonamide, Mp: 268° C. Starting materials: CN1C(N(CC1)C)=O (1,3-dimethyl-2-imidazolidinone), NC1=C(C=CC=C1)N1CCOCC1 (4-(2-aminophenyl)morpholine). Run in C1=CC=CC=C1 (benzene), P(=O)(Cl)(Cl)Cl (phosphorus oxychloride), C1=CC=CC=C1 (benzene). Product: CN1C(N(CC1)C)=NC1=C(C=CC=C1)N1CCOCC1 (4-[2-(1,3-dimethyl-2-imidazolidinylideneamino)phenyl]morpholine). As a reaction SMILES: [CH3:1][N:2]1[CH2:6][CH2:5][N:4]([CH3:7])[C:3]1=O.[NH2:9][C:10]1[CH:15]=[CH:14][CH:13]=[CH:12][C:11]=1[N:16]1[CH2:21][CH2:20][O:19][CH2:18][CH2:17]1>C1C=CC=CC=1.P(Cl)(Cl)(Cl)=O>[CH3:1][N:2]1[CH2:6][CH2:5][N:4]([CH3:7])[C:3]1=[N:9][C:10]1[CH:15]=[CH:14][CH:13]=[CH:12][C:11]=1[N:16]1[CH2:21][CH2:20][O:19][CH2:18][CH2:17]1. Reported procedure: A mixture of 1,3-dimethyl-2-imidazolidinone (7 g) in benzene (45 ml), phosphorus oxychloride (6 ml) and 4-(2-aminophenyl)morpholine (8.5 g) in benzene (30 ml) was heated for 30 hours at 65°-70° C. The product was recrystallised from hexane to give 4-[2-(1,3-dimethyl-2-imidazolidinylideneamino)phenyl]morpholine (m.p. 133°-134° C.). Reactants: C26H26N6O4, N1=C(C=CC=C1)N(C(=O)C1=CC2=C(N(C(=N2)COC2=CC=C(C=C2)C#N)C)C=C1)CC(=O)OCC (1-methyl-2-[(4-cyanophenyl)oxymethyl]-benzimidazol-5-yl-carboxylic acid-N-(2-pyridyl)-N-(ethoxycarbonylmethyl)-amide), Cl (hydrochloric acid), C([O-])([O-])=O.[NH4+].[NH4+] (ammonium carbonate). The solvent is C(C)O (ethanol). Product: Cl.Cl.N1=C(C=CC=C1)N(C(=O)C1=CC2=C(N(C(=N2)COC2=CC=C(C=C2)C(N)=N)C)C=C1)CC(=O)OCC (1-Methyl-2-[(4-amidinophenyl)oxymethyl]-benzimidazol-5-yl-carboxylic acid-N-(2-pyridyl)-N-(ethoxycarbonylmethyl)-amide-dihydrochloride). Yield: 44.0%. Reaction SMILES: [N:1]1[CH:6]=[CH:5][CH:4]=[CH:3][C:2]=1[N:7]([CH2:30][C:31]([O:33][CH2:34][CH3:35])=[O:32])[C:8]([C:10]1[CH:29]=[CH:28][C:13]2[N:14]([CH3:27])[C:15]([CH2:17][O:18][C:19]3[CH:24]=[CH:23][C:22]([C:25]#[N:26])=[CH:21][CH:20]=3)=[N:16][C:12]=2[CH:11]=1)=[O:9].[ClH:36].C(=O)([O-])[O-].[NH4+:41].[NH4+]>C(O)C>[ClH:36].[ClH:36].[N:1]1[CH:6]=[CH:5][CH:4]=[CH:3][C:2]=1[N:7]([CH2:30][C:31]([O:33][CH2:34][CH3:35])=[O:32])[C:8]([C:10]1[CH:29]=[CH:28][C:13]2[N:14]([CH3:27])[C:15]([CH2:17][O:18][C:19]3[CH:24]=[CH:23][C:22]([C:25](=[NH:41])[NH2:26])=[CH:21][CH:20]=3)=[N:16][C:12]=2[CH:11]=1)=[O:9] |f:2.3.4,6.7.8|. Procedure details: Prepared analogously to Example 25d from 1-methyl-2-[(4-cyanophenyl)oxymethyl]-benzimidazol-5-yl-carboxylic acid-N-(2-pyridyl)-N-(ethoxycarbonylmethyl)-amide and ethanolic hydrochloric acid, ethanol and ammonium carbonate. Yield: 44% of theory, Rf value: 0.12 (silica gel; dichloromethane/ethanol=4:1) C26H26N6O4 (486.5) ##EQU25## Reactants: [Si](C)(C)(C(C)(C)C)O[C@@H]([C@@H](OC1=CC=C(C=C1)B(O)O)C)CCC=1C=NC=CC1 ((1S,2R)-4-[2-(tert-butyldimethylsilanyloxy)-1-methyl-4-pyridin-3-ylbutoxy]benzeneboronic acid), BrC=1C=C(C=CC1)CC(=O)NC (2-(3-bromophenyl)-N-methyl-acetamide), C([O-])([O-])=O.[Na+].[Na+] (sodium carbonate). The reagents and catalysts are C=1C=CC(=CC1)[P](C=2C=CC=CC2)(C=3C=CC=CC3)[Pd]([P](C=4C=CC=CC4)(C=5C=CC=CC5)C=6C=CC=CC6)([P](C=7C=CC=CC7)(C=8C=CC=CC8)C=9C=CC=CC9)[P](C=1C=CC=CC1)(C=1C=CC=CC1)C=1C=CC=CC1 (tetrakis(triphenylphosphine)palladium). Solvent: C1(=CC=CC=C1)C (toluene), C(C)O (ethanol). Reaction conditions: temperature 110 celsius, time 18 hour. Yields the product O[C@@H]([C@@H](OC1=CC=C(C=C1)C1=CC=C(C=C1)CC(=O)NC)C)CCC=1C=NC=CC1 ((1S,2R)-2-[4′-(2-Hydroxy-1-methyl-4-pyridin-3-ylbutoxy)biphenyl-4-yl]-N-methylacetamide). Reaction SMILES: [Si]([O:8][C@H:9]([CH2:22][CH2:23][C:24]1[CH:25]=[N:26][CH:27]=[CH:28][CH:29]=1)[C@H:10]([CH3:21])[O:11][C:12]1[CH:17]=[CH:16][C:15](B(O)O)=[CH:14][CH:13]=1)(C(C)(C)C)(C)C.Br[C:31]1[CH:32]=[C:33]([CH2:37][C:38]([NH:40][CH3:41])=[O:39])[CH:34]=[CH:35][CH:36]=1.C(=O)([O-])[O-].[Na+].[Na+]>C1(C)C=CC=CC=1.C(O)C.C1C=CC([P]([Pd]([P](C2C=CC=CC=2)(C2C=CC=CC=2)C2C=CC=CC=2)([P](C2C=CC=CC=2)(C2C=CC=CC=2)C2C=CC=CC=2)[P](C2C=CC=CC=2)(C2C=CC=CC=2)C2C=CC=CC=2)(C2C=CC=CC=2)C2C=CC=CC=2)=CC=1>[OH:8][C@H:9]([CH2:22][CH2:23][C:24]1[CH:25]=[N:26][CH:27]=[CH:28][CH:29]=1)[C@H:10]([CH3:21])[O:11][C:12]1[CH:13]=[CH:14][C:15]([C:36]2[CH:35]=[CH:34][C:33]([CH2:37][C:38]([NH:40][CH3:41])=[O:39])=[CH:32][CH:31]=2)=[CH:16][CH:17]=1 |f:2.3.4,^1:61,63,82,101|. Reported procedure: Prepared according to the method described in Example 12b) from (1S,2R)-4-[2-(tert-butyldimethylsilanyloxy)-1-methyl-4-pyridin-3-ylbutoxy]benzeneboronic acid (0.20 g, Example 11)), 2-(3-bromophenyl)-N-methyl-acetamide (0.244 g, Example 24a)), 2M aqueous sodium carbonate (0.265 ml) and tetrakis(triphenylphosphine)palladium (0) (0.1 g) in toluene (5 ml) and ethanol (2 ml). The reaction was heated at 110° C. for 6 hours. After cooling, the solution was concentrated under reduced pressure the residu... Reactants: CC(C)(C)OC(CN1C=NC2=NC(=NC(=C12)N)Cl)=O ((6-amino-2-chloro-purin-7-yl)-acetic acid 1,1-dimethylethyl ester), CC(C)(C)OC(CN1C=NC2=NC(=NC(=C12)N)Cl)=O ((6-amino-2-chloro-purin-7-yl)-acetic acid 1,1-dimethylethyl ester), N1(CCNCC1)C(=O)OC(C)(C)C (tert-butyl piperazine-1-carboxylate), O (Water), C(C)(=O)OCC (ethyl acetate). The solvent is CS(=O)C (dimethylsulfoxide). Conditions: time 14 hour. Product: C(C)(C)(C)OC(=O)N1CCN(CC1)C1=NC(=C2N(C=NC2=N1)CC(=O)OC(C)(C)C)N (4-(6-amino-7-tert-butoxycarbonylmethyl-7H-purin-2-yl)piperazine-1-carboxylic acid tert-butyl ester). Reaction SMILES: [CH3:1][C:2]([O:5][C:6](=[O:19])[CH2:7][N:8]1[C:16]2[C:11](=[N:12][C:13](Cl)=[N:14][C:15]=2[NH2:17])[N:10]=[CH:9]1)([CH3:4])[CH3:3].[N:20]1([C:26]([O:28][C:29]([CH3:32])([CH3:31])[CH3:30])=[O:27])[CH2:25][CH2:24][NH:23][CH2:22][CH2:21]1.O.C(OCC)(=O)C>CS(C)=O>[C:29]([O:28][C:26]([N:20]1[CH2:25][CH2:24][N:23]([C:13]2[N:12]=[C:11]3[C:16]([N:8]([CH2:7][C:6]([O:5][C:2]([CH3:4])([CH3:3])[CH3:1])=[O:19])[CH:9]=[N:10]3)=[C:15]([NH2:17])[N:14]=2)[CH2:22][CH2:21]1)=[O:27])([CH3:32])([CH3:30])[CH3:31]. Procedure: To a stirred mixture of (6-amino-2-chloro-purin-7-yl)-acetic acid 1,1-dimethylethyl ester, 3 (5 g, 17.6 mmol) in dimethylsulfoxide (50 ml) was added tert-butyl piperazine-1-carboxylate (10 g, 53.8 mmol) at 120° C. After the addition, the mixture was stirred for about 14 h. Water (100 ml) and ethyl acetate (100 ml) were added to the reaction mixture. The organic layers was then washed with H2O several times, dried with Na2SO4 and concentrated to give crude product 4-(6-amino-7-tert-butoxycarbonyl...